This data is from the Open Reaction Database (ORD), a public repository of structured organic reaction records. The task is: describe an organic reaction: reactants, conditions, products, and yield Starting materials: CC(=O)O, O=c1[nH]c(-c2ccccc2)nc(Oc2ccccc2)c1I, O, [Zn]. Product: O=c1cc(Oc2ccccc2)nc(-c2ccccc2)[nH]1. As a reaction SMILES: [CH3:22][C:23](=[O:24])[OH:25].[I:1][c:2]1[c:3](=[O:21])[nH:4][c:5](-[c:15]2[cH:16][cH:17][cH:18][cH:19][cH:20]2)[n:6][c:7]1[O:8][c:9]1[cH:10][cH:11][cH:12][cH:13][cH:14]1.[OH2:27].[Zn:26]>>[cH:2]1[c:3](=[O:21])[nH:4][c:5](-[c:15]2[cH:16][cH:17][cH:18][cH:19][cH:20]2)[n:6][c:7]1[O:8][c:9]1[cH:10][cH:11][cH:12][cH:13][cH:14]1. Reactants: [H][H], CCCCN1C(=O)c2ccc([N+](=O)[O-])cc2C1=O, O=[Ti]=O, O, [Pd]. Yields the product CCCCN1C(=O)c2ccc(N)cc2C1=O. Reaction SMILES: [H:19][H:20].[N+:1]([O-:2])(=[O:3])[c:4]1[cH:5][c:6]2[c:7]([cH:17][cH:18]1)[C:8](=[O:9])[N:10]([CH2:13][CH2:14][CH2:15][CH3:16])[C:11]2=[O:12].[O:21]=[Ti:22]=[O:23].[OH2:25].[Pd:24]>>[NH2:1][c:4]1[cH:5][c:6]2[c:7]([cH:17][cH:18]1)[C:8](=[O:9])[N:10]([CH2:13][CH2:14][CH2:15][CH3:16])[C:11]2=[O:12]. Reactants: IC=1C=C(C=C(C1)C)C (5-Iodo-m-xylene), C(CO)O (ethylene glycol), SCCCCCCO (6-mercaptohexanol), C(=O)([O-])[O-].[K+].[K+] (K2CO3). Reagents/catalysts: [Cu]I (CuI). Run in CC(C)O (2-propanol). Product: CC=1C=C(C=C(C1)C)SCCCCCCO (6-(3,5-dimethylphenyl)mercaptohexanol). The yield is 88.9%. As a reaction SMILES: I[C:2]1[CH:3]=[C:4]([CH3:9])[CH:5]=[C:6]([CH3:8])[CH:7]=1.[SH:10][CH2:11][CH2:12][CH2:13][CH2:14][CH2:15][CH2:16][OH:17].C([O-])([O-])=O.[K+].[K+].C(O)CO>[Cu]I.CC(O)C>[CH3:8][C:6]1[CH:7]=[C:2]([S:10][CH2:11][CH2:12][CH2:13][CH2:14][CH2:15][CH2:16][OH:17])[CH:3]=[C:4]([CH3:9])[CH:5]=1 |f:2.3.4|. Procedure details: The general procedure in example 39 was followed. 5-Iodo-m-xylene (144 μL, 1.0 mmol), 6-mercaptohexanol (137 μL, 1.0 mmol), CuI (10 mg, 0.05 mmol), K2CO3 (276 mg, 2.0 mmol), ethylene glycol (111 μL, 2.0 mmol) and 2-propanol (1.0 mL) were used to obtain the 6-(3,5-dimethylphenyl)mercaptohexanol (212 mg, 92% yield) as colorless oil. Column chromatographic solvent (hexane/ethyl acetate=3/1). Rf=0.4 (hexane/ethyl acetate=2/1). 1H NMR (CDCl3, 300 MHz) δ 6.92 (s, 2 H), 6.78 (s, 1 H), 3.62 (q, 2 H, J=4...